This data is from the Open Reaction Database (ORD), a public repository of structured organic reaction records. The task is: describe an organic reaction: reactants, conditions, products, and yield The reactants are CC(C)Oc1cc(NC(=O)CC(CCCl)C(F)(F)F)c(F)cc1Cl, [Na+], C1CCOC1, [OH-], O. Yields the product CC(C)Oc1cc(N2CCC(C(F)(F)F)CC2=O)c(F)cc1Cl. Reaction SMILES: [Cl:6][c:7]1[cH:8][c:9]([F:29])[c:10]([NH:17][C:18]([CH2:19][CH:20]([CH2:21][CH2:22][Cl:23])[C:24]([F:25])([F:26])[F:27])=[O:28])[cH:11][c:12]1[O:13][CH:14]([CH3:15])[CH3:16].[Na+:31].[O:1]1[CH2:2][CH2:3][CH2:4][CH2:5]1.[OH-:30].[OH2:32]>>[Cl:6][c:7]1[cH:8][c:9]([F:29])[c:10]([N:17]2[C:18](=[O:28])[CH2:19][CH:20]([C:24]([F:25])([F:26])[F:27])[CH2:21][CH2:22]2)[cH:11][c:12]1[O:13][CH:14]([CH3:15])[CH3:16]. The reactants are ClC1=CC=C(C=C1)C1=NN(C(N1C[C@@H](C(F)(F)F)O)=O)CC(=O)NC(C[N+](=O)[O-])C1=CC(=CC=C1)C(F)(F)F (2-{3-(4-Chlorophenyl)-5-oxo-4-[(2S)-3,3,3-trifluoro-2-hydroxypropyl]-4,5-dihydro-1H-1,2,4-triazol-1-yl}-N-{2-nitro-1-[3-(trifluoromethyl)phenyl]ethyl}acetamide), [In] (indium), Cl (hydrochloric acid). Run in C1CCOC1 (THF). Run at time 2 hour. Product: Cl.NCC(C1=CC(=CC=C1)C(F)(F)F)NC(CN1N=C(N(C1=O)C[C@@H](C(F)(F)F)O)C1=CC=C(C=C1)Cl)=O (N-{2-Amino-1-[3-(trifluoromethyl)phenyl]ethyl}-2-{3-(4-chlorophenyl)-5-oxo-4-[(2S)-3,3,3-trifluoro-2-hydroxypropyl]-4,5-dihydro-1H-1,2,4-triazol-1-yl}acetamide hydrochloride). RXN SMILES: [Cl:1][C:2]1[CH:7]=[CH:6][C:5]([C:8]2[N:12]([CH2:13][C@H:14]([OH:19])[C:15]([F:18])([F:17])[F:16])[C:11](=[O:20])[N:10]([CH2:21][C:22]([NH:24][CH:25]([C:30]3[CH:35]=[CH:34][CH:33]=[C:32]([C:36]([F:39])([F:38])[F:37])[CH:31]=3)[CH2:26][N+:27]([O-])=O)=[O:23])[N:9]=2)=[CH:4][CH:3]=1.[In].Cl>C1COCC1>[ClH:1].[NH2:27][CH2:26][CH:25]([NH:24][C:22](=[O:23])[CH2:21][N:10]1[C:11](=[O:20])[N:12]([CH2:13][C@H:14]([OH:19])[C:15]([F:18])([F:16])[F:17])[C:8]([C:5]2[CH:6]=[CH:7][C:2]([Cl:1])=[CH:3][CH:4]=2)=[N:9]1)[C:30]1[CH:35]=[CH:34][CH:33]=[C:32]([C:36]([F:38])([F:37])[F:39])[CH:31]=1 |f:4.5|. Procedure: Of the compound from Example 1, 45 mg (77 μmol) and 40 mg (348 μmol) of indium powder were admixed in 0.5 ml of THF with 42 μl of conc. hydrochloric acid, and the mixture was stirred at RT for 2 h. Then the mixture was purified by preparative HPLC (Method 10). The product-containing fractions were admixed with 2 ml of 1N hydrochloric acid and concentrated on a rotary evaporator. Drying in an HV gave 21 mg (46% of theory) of the title compound as a diastereomer mixture. Starting materials: FC1=CC(=C(C=C1)C1=NC2=CC=C(C=C2N=C1N1[C@H](CCC1)C)C(=O)OC)C ((S)-methyl 2-(4-fluoro-2-methylphenyl)-3-(2-methylpyrrolidin-1-yl)quinoxaline-6-carboxylate), [OH-].[Na+] (sodium hydroxide). Solvent: CO (methanol), O (water). Reaction conditions: time 8 hour. The product is FC1=CC(=C(C=C1)C1=NC2=CC=C(C=C2N=C1N1[C@H](CCC1)C)C(=O)O)C ((S)-2-(4-fluoro-2-methylphenyl)-3-(2-methylpyrrolidin-1-yl)quinoxaline-6-carboxylic acid). Yield: 73.3%. Reaction SMILES: [F:1][C:2]1[CH:7]=[CH:6][C:5]([C:8]2[C:17]([N:18]3[CH2:22][CH2:21][CH2:20][C@@H:19]3[CH3:23])=[N:16][C:15]3[C:10](=[CH:11][CH:12]=[C:13]([C:24]([O:26]C)=[O:25])[CH:14]=3)[N:9]=2)=[C:4]([CH3:28])[CH:3]=1.[OH-].[Na+]>CO.O>[F:1][C:2]1[CH:7]=[CH:6][C:5]([C:8]2[C:17]([N:18]3[CH2:22][CH2:21][CH2:20][C@@H:19]3[CH3:23])=[N:16][C:15]3[C:10](=[CH:11][CH:12]=[C:13]([C:24]([OH:26])=[O:25])[CH:14]=3)[N:9]=2)=[C:4]([CH3:28])[CH:3]=1 |f:1.2|. Procedure details: To a solution of (S)-methyl 2-(4-fluoro-2-methylphenyl)-3-(2-methylpyrrolidin-1-yl)quinoxaline-6-carboxylate (120 mg, 0.32 mmol) in methanol (20 mL) and water (1 mL) was added sodium hydroxide (50.7 mg, 1.27 mmol,) and the reaction was stirred overnight at room temperature. The resulting mixture was concentrated in vacuo, adjusted to pH 6 with aqueous HCl (3N), collected by filtration to afford (S)-2-(4-fluoro-2-methylphenyl)-3-(2-methylpyrrolidin-1-yl)quinoxaline-6-carboxylic acid as a yellow s... Reactants: Br.BrCCC1=C(N=C2SCCCN2C1=O)C (7-(2-bromoethyl)-3,4-dihydro-8-methyl-2H,6H-pyrimido[2,1-b][1,3]thiazin-6-one monohydrobromide), Br.C1(=CC=CC=C1)C(=C1CCNCC1)C1=CC=CC=C1 (4-(diphenylmethylene)piperidine hydrobromide), C([O-])([O-])=O.[Na+].[Na+] (sodium carbonate), CC(CC(C)=O)C (4-methyl-2-pentanone). Solvent: O (water). Product: C1(=CC=CC=C1)C(=C1CCN(CC1)CCC1=C(N=C2SCCCN2C1=O)C)C1=CC=CC=C1 (7-[2-[4-(diphenylmethylene)-1-piperidinyl]ethyl]-3,4-dihydro-8-methyl-2H,6H-pyrimido[2,1-b][1,3]-thiazin-6-one). Isolated yield 60.0%. As a reaction SMILES: Br.Br[CH2:3][CH2:4][C:5]1[C:14](=[O:15])[N:13]2[C:8]([S:9][CH2:10][CH2:11][CH2:12]2)=[N:7][C:6]=1[CH3:16].Br.[C:18]1([C:24]([C:31]2[CH:36]=[CH:35][CH:34]=[CH:33][CH:32]=2)=[C:25]2[CH2:30][CH2:29][NH:28][CH2:27][CH2:26]2)[CH:23]=[CH:22][CH:21]=[CH:20][CH:19]=1.C(=O)([O-])[O-].[Na+].[Na+].CC(C)CC(=O)C>O>[C:18]1([C:24]([C:31]2[CH:36]=[CH:35][CH:34]=[CH:33][CH:32]=2)=[C:25]2[CH2:26][CH2:27][N:28]([CH2:3][CH2:4][C:5]3[C:14](=[O:15])[N:13]4[C:8]([S:9][CH2:10][CH2:11][CH2:12]4)=[N:7][C:6]=3[CH3:16])[CH2:29][CH2:30]2)[CH:19]=[CH:20][CH:21]=[CH:22][CH:23]=1 |f:0.1,2.3,4.5.6|. Procedure details: A mixture of 7.4 parts of 7-(2-bromoethyl)-3,4-dihydro-8-methyl-2H,6H-pyrimido[2,1-b][1,3]thiazin-6-one monohydrobromide, 6.6 parts of 4-(diphenylmethylene)piperidine hydrobromide, 12 parts of sodium carbonate and 120 parts of 4-methyl-2-pentanone was stirred and refluxed overnight. The reaction mixture was cooled, water was added and the layers were separated. The organic phase was dried, filtered and evaporated. The residue was purified by column-chromatography over silica gel using a mixture ... The reactants are C(=O)(C(F)(F)F)O (TFA), Cl.NC1=NC2=CC=C(C=C2C(=N1)C1=CC(=CC=C1)O)Cl (2-amino-6-chloro-4-(3-hydroxyphenyl)quinazoline hydrochloride), C(=O)(OC(C)(C)C)NCCCCCBr (5-(BOC-amino)-1-pentyl bromide), C([O-])([O-])=O.[K+].[K+] (potassium carbonate). Solvent: CCCCCCC (n-heptane), ClCCl (dichloromethane), CN(C)C=O (DMF). Run at time 16 hour. Yields the product NC1=NC2=CC=C(C=C2C(=N1)C1=CC(=CC=C1)OCCCCCN)Cl (2-amino-6-chloro-4-[3-(5-aminopentyloxy)phenyl]quinazoline). Isolated yield 58.6%. RXN SMILES: Cl.[NH2:2][C:3]1[N:12]=[C:11]([C:13]2[CH:18]=[CH:17][CH:16]=[C:15]([OH:19])[CH:14]=2)[C:10]2[C:5](=[CH:6][CH:7]=[C:8]([Cl:20])[CH:9]=2)[N:4]=1.C([NH:28][CH2:29][CH2:30][CH2:31][CH2:32][CH2:33]Br)(OC(C)(C)C)=O.C(=O)([O-])[O-].[K+].[K+].C(O)(C(F)(F)F)=O>ClCCl.CCCCCCC.CN(C=O)C>[NH2:2][C:3]1[N:12]=[C:11]([C:13]2[CH:18]=[CH:17][CH:16]=[C:15]([O:19][CH2:33][CH2:32][CH2:31][CH2:30][CH2:29][NH2:28])[CH:14]=2)[C:10]2[C:5](=[CH:6][CH:7]=[C:8]([Cl:20])[CH:9]=2)[N:4]=1 |f:0.1,3.4.5|. Procedure details: A mixture of 100 mg of 2-amino-6-chloro-4-(3-hydroxyphenyl)quinazoline hydrochloride, 90.69 mg of 5-(BOC-amino)-1-pentyl bromide, 100 mg of potassium carbonate and 1 ml of DMF is stirred at 40° for 16 hours. The mixture is dissolved in 2 ml of dichloromethane, 1 ml of TFA is added, and the mixture is stirred at room temperature for 4 hours. 3 ml of n-heptane are added, the solvents are removed in vacuo, and the residue is chromatographed, giving 67.9 mg (58.6%) of 2-amino-6-chloro-4-[3-(5-aminop... The reactants are ClC(Cl)(Cl)Cl, S=C(S)c1ccccc1, C=C(C)CC(C)(C)C. Product: CC(C)(C)CC(C)(C)SC(=S)c1ccccc1. RXN SMILES: [C:18]([Cl:19])([Cl:20])([Cl:21])[Cl:22].[C:1]([c:2]1[cH:3][cH:4][cH:5][cH:6][cH:7]1)(=[S:8])[SH:9].[CH3:10][C:11](=[CH2:12])[CH2:13][C:14]([CH3:15])([CH3:16])[CH3:17]>>[C:1]([c:2]1[cH:3][cH:4][cH:5][cH:6][cH:7]1)(=[S:8])[S:9][C:11]([CH3:10])([CH3:12])[CH2:13][C:14]([CH3:15])([CH3:16])[CH3:17]. The reactants are CCNC, O=C1NCCc2cc(F)ccc21. Product: CCN(C)c1ccc2c(c1)CCNC2=O. RXN SMILES: [CH2:13]([CH3:14])[NH:15][CH3:16].[F:1][c:2]1[cH:3][c:4]2[c:9]([cH:10][cH:11]1)[C:8](=[O:12])[NH:7][CH2:6][CH2:5]2>>[c:2]1([N:15]([CH2:13][CH3:14])[CH3:16])[cH:3][c:4]2[c:9]([cH:10][cH:11]1)[C:8](=[O:12])[NH:7][CH2:6][CH2:5]2. Reactants: BrB(Br)Br, COc1cc(I)ccc1-c1ccccc1, O. Yields the product Oc1cc(I)ccc1-c1ccccc1. As a reaction SMILES: [B:1]([Br:2])([Br:3])[Br:4].[I:5][c:6]1[cH:7][c:8]([O:18][CH3:19])[c:9](-[c:12]2[cH:13][cH:14][cH:15][cH:16][cH:17]2)[cH:10][cH:11]1.[OH2:20]>>[I:5][c:6]1[cH:7][c:8]([OH:18])[c:9](-[c:12]2[cH:13][cH:14][cH:15][cH:16][cH:17]2)[cH:10][cH:11]1. Starting materials: Cc1ccc(C2CNCCN2)cc1C, CS(C)=O, CCOC(=O)c1cn(C)c2cnc3cc(F)c(F)cc3c2c1=O, O. The product is CCOC(=O)c1cn(C)c2cnc3cc(F)c(N4CCNC(c5ccc(C)c(C)c5)C4)cc3c2c1=O. As a reaction SMILES: [CH3:24][c:25]1[cH:26][c:27]([CH:32]2[NH:33][CH2:34][CH2:35][NH:36][CH2:37]2)[cH:28][cH:29][c:30]1[CH3:31].[CH3:39][S:40](=[O:41])[CH3:42].[F:1][c:2]1[cH:3][c:4]2[c:5]([c:6]3[c:7](=[O:20])[c:8]([C:15](=[O:16])[O:17][CH2:18][CH3:19])[cH:9][n:10]([CH3:14])[c:11]3[cH:12][n:13]2)[cH:21][c:22]1[F:23].[OH2:38]>>[F:1][c:2]1[cH:3][c:4]2[c:5]([c:6]3[c:7](=[O:20])[c:8]([C:15](=[O:16])[O:17][CH2:18][CH3:19])[cH:9][n:10]([CH3:14])[c:11]3[cH:12][n:13]2)[cH:21][c:22]1[N:36]1[CH2:35][CH2:34][NH:33][CH:32]([c:27]2[cH:26][c:25]([CH3:24])[c:30]([CH3:31])[cH:29][cH:28]2)[CH2:37]1. Starting materials: O=C([O-])[O-], CCI, CC#N, CCOC(C)=O, [K+], [K+], O, CC(=O)c1cccc(O)c1. The product is CCOc1cccc(C(C)=O)c1. RXN SMILES: [C:14](=[O:15])([O-:16])[O-:17].[CH2:11]([CH3:12])[I:13].[CH3:21][C:22]#[N:23].[CH3:24][CH2:25][O:26][C:27](=[O:28])[CH3:29].[K+:18].[K+:19].[OH2:20].[OH:1][c:2]1[cH:3][c:4]([C:8]([CH3:9])=[O:10])[cH:5][cH:6][cH:7]1>>[O:1]([c:2]1[cH:3][c:4]([C:8]([CH3:9])=[O:10])[cH:5][cH:6][cH:7]1)[CH2:11][CH3:12].